From a dataset of the Open Reaction Database (ORD), a public repository of structured organic reaction records. describe an organic reaction: reactants, conditions, products, and yield The solvent is CN(C)C=O (DMF), CN(C)C=O (DMF), CN(C)C=O (DMF). Isolated yield 91.7%. As a reaction SMILES: [C:1]([O:5][C:6]([NH:8][C@H:9]([C:15]([OH:17])=O)[CH2:10][O:11][C:12]#[C:13][CH3:14])=[O:7])([CH3:4])([CH3:3])[CH3:2].Cl.[CH3:19][O:20][C:21](=[O:24])[CH2:22][NH2:23].C(N(CC)C(C)C)(C)C.C1C=C2N=NN(O)C2=CC=1.O.CCN=C=NCCCN(C)C.Cl>CN(C=O)C>[CH3:19][O:20][C:21](=[O:24])[CH2:22][NH:23][C:15](=[O:17])[C@H:9]([CH2:10][O:11][C:12]#[C:13][CH3:14])[NH:8][C:6]([O:5][C:1]([CH3:2])([CH3:3])[CH3:4])=[O:7] |f:1.2,4.5,6.7|. Reaction conditions: temperature 0 celsius, time 1 hour. Product: COC(CNC([C@@H](NC(=O)OC(C)(C)C)COC#CC)=O)=O (N-Tert-Butoxycarbonyl O-Propynyl L-Seryl Glycine Methyl Ester). Reported procedure: N-tert-butoxycarbonyl O-propynyl L-serine (14.55 g, 59.82 mmol) was dissolved in DMF (60 mL) and the solution cooled to 0° C. (icebath). Glycine methyl ester hydrochloride (7.51 g, 59.8 mmol) was suspended in DMF (40 mL) and N,N-diisopropylethylamine (7.73 g, 59.8 mmol) added. The resulting suspension was added to the solution of N-tert-butoxycarbonyl O-propynyl L-serine in one portion. HOBt hydrate (9.16 g, 59.8 mmol) dissolved in DMF (20 mL) was added. Finally, EDC hydrochloride (12.61 g, 65.8... Starting materials: Cl.COC(CN)=O (Glycine methyl ester hydrochloride), C(C)(C)(C)OC(=O)N[C@@H](COC#CC)C(=O)O (N-tert-butoxycarbonyl O-propynyl L-serine), C1=CC=C2C(=C1)N=NN2O.O (HOBt hydrate), C(C)(C)(C)OC(=O)N[C@@H](COC#CC)C(=O)O (N-tert-butoxycarbonyl O-propynyl L-serine), C(C)(C)N(C(C)C)CC (N,N-diisopropylethylamine), CCN=C=NCCCN(C)C.Cl (EDC hydrochloride).